Dataset: the Open Reaction Database (ORD), a public repository of structured organic reaction records. Task: describe an organic reaction: reactants, conditions, products, and yield The reactants are C1(CCCC1)C=O (cyclopentanecarbaldehyde), C(CCC)[Li] (n-butyllithium), CCCCCC (n-hexane), C1(=CC=CC=C1)S(=O)(=O)N1C=CC=2C1=NC=C(C2)SCC (1-benzenesulfonyl-5-ethylsulfanyl-1H-pyrrolo[2,3-b]pyridine). The solvent is O1CCCC1 (tetrahydrofuran). Run at temperature -78 celsius, time 10 minute. The product is C1(=CC=CC=C1)S(=O)(=O)N1C(=CC=2C1=NC=C(C2)SCC)C(CC2CCCC2)O (1-(1-benzenesulfonyl-5-ethylsulfanyl-1H-pyrrolo[2,3-b]pyridin-2-yl)-2-cyclopentyl-ethanol). Yield: 83.0%. RXN SMILES: [C:1]1([S:7]([N:10]2[C:14]3=[N:15][CH:16]=[C:17]([S:19][CH2:20][CH3:21])[CH:18]=[C:13]3[CH:12]=[CH:11]2)(=[O:9])=[O:8])[CH:6]=[CH:5][CH:4]=[CH:3][CH:2]=1.[CH2:22]([Li])[CH2:23][CH2:24][CH3:25].[CH3:27][CH2:28][CH2:29]CCC.C1(C=[O:39])CCCC1>O1CCCC1>[C:1]1([S:7]([N:10]2[C:14]3=[N:15][CH:16]=[C:17]([S:19][CH2:20][CH3:21])[CH:18]=[C:13]3[CH:12]=[C:11]2[CH:22]([OH:39])[CH2:23][CH:24]2[CH2:25][CH2:29][CH2:28][CH2:27]2)(=[O:9])=[O:8])[CH:6]=[CH:5][CH:4]=[CH:3][CH:2]=1. Procedure details: To a suspension of 1-benzenesulfonyl-5-ethylsulfanyl-1H-pyrrolo[2,3-b]pyridine (2.68 g, 8.43 mmol) in dry tetrahydrofuran (60 mL) at −78° C. was added a solution of n-butyllithium in n-hexane (1.6M, 6.85 mL, 10.96 mmol) dropwise. The mixture was stirred at −78° C. for 10 min and then treated with cyclopentanecarbaldehyde (1.42 g, 12.65 mmol) dropwise. The resulting mixture was stirred at −78° C. for 1 h and quenched with brine. The mixture was extracted with ethyl acetate (2×100 mL), washed with...